Dataset: the Open Reaction Database (ORD), a public repository of structured organic reaction records. Task: describe an organic reaction: reactants, conditions, products, and yield Starting materials: [BH4-], CCOCC, [Cl-], [Cl-], Cl, CCOC(=O)C(Cc1ccc(Oc2ccccc2)cc1)C(=O)c1ccc(F)cc1, [Na+], [Zn+2]. Yields the product CCOC(=O)C(Cc1ccc(Oc2ccccc2)cc1)C(O)c1ccc(F)cc1. Reaction SMILES: [BH4-:1].[CH3:33][CH2:34][O:35][CH2:36][CH3:37].[Cl-:38].[Cl-:40].[ClH:32].[F:3][c:4]1[cH:5][cH:6][c:7]([C:10]([CH:11]([C:12](=[O:13])[O:14][CH2:15][CH3:16])[CH2:17][c:18]2[cH:19][cH:20][c:21]([O:24][c:25]3[cH:26][cH:27][cH:28][cH:29][cH:30]3)[cH:22][cH:23]2)=[O:31])[cH:8][cH:9]1.[Na+:2].[Zn+2:39]>>[F:3][c:4]1[cH:5][cH:6][c:7]([CH:10]([CH:11]([C:12](=[O:13])[O:14][CH2:15][CH3:16])[CH2:17][c:18]2[cH:19][cH:20][c:21]([O:24][c:25]3[cH:26][cH:27][cH:28][cH:29][cH:30]3)[cH:22][cH:23]2)[OH:31])[cH:8][cH:9]1.